This data is from the Open Reaction Database (ORD), a public repository of structured organic reaction records. The task is: describe an organic reaction: reactants, conditions, products, and yield The reactants are N1CCOCC1 (morpholine), C=1C=CC2=C(C1)N=NN2O (HOBt), C(CCl)Cl (EDC), CCN(C(C)C)C(C)C (Hunig's base), O=C1C=2C=CC=CC2OC2=C1C=NC(=C2)C2=CC=C(C(=O)O)C=C2 (4-(10-oxo-10H-chromeno[3,2-c]pyridin-3-yl)benzoic acid). The solvent is CN(C)C=O (DMF), C(Cl)Cl (CH2Cl2). Conditions: time 5 minute. Product: N1(CCOCC1)C(=O)C1=CC=C(C=C1)C1=CC2=C(C=N1)C(C=1C=CC=CC1O2)=O (3-(4-(morpholine-4-carbonyl)phenyl)-10H-chromeno[3,2-c]pyridin-10-one). RXN SMILES: C1C=CC2N(O)N=NC=2C=1.C(Cl)CCl.CCN(C(C)C)C(C)C.[O:24]=[C:25]1[C:34]2[CH:35]=[N:36][C:37]([C:39]3[CH:47]=[CH:46][C:42]([C:43](O)=[O:44])=[CH:41][CH:40]=3)=[CH:38][C:33]=2[O:32][C:31]2[CH:30]=[CH:29][CH:28]=[CH:27][C:26]1=2.[NH:48]1[CH2:53][CH2:52][O:51][CH2:50][CH2:49]1>CN(C=O)C.C(Cl)Cl>[N:48]1([C:43]([C:42]2[CH:41]=[CH:40][C:39]([C:37]3[N:36]=[CH:35][C:34]4[C:25](=[O:24])[C:26]5[CH:27]=[CH:28][CH:29]=[CH:30][C:31]=5[O:32][C:33]=4[CH:38]=3)=[CH:47][CH:46]=2)=[O:44])[CH2:53][CH2:52][O:51][CH2:50][CH2:49]1. Procedure details: HOBt (145 mg, 0.945 mmol), EDC (181 mg, 0.945 mmol) and Hunig's base (0.550 mL, 3.15 mmol) were added to a suspension of 4-(10-oxo-10H-chromeno[3,2-c]pyridin-3-yl)benzoic acid (200 mg, 0.630 mmol) in DMF (15 mL) and CH2Cl2 (10 mL) at room temperature. After 5 min, morpholine (0.110 mL, 1.261 mmol) was added. After 13 h at rt, the mixture was quenched with saturated NH4Cl (50 mL) and extracted with CH2Cl2 (3×50 mL). The combined extracts were dried (MgSO4) and concentrated to give crude 3-(4-(mor... Reactants: Cc1[nH]c2cccc(Br)c2c1CC(=O)O, O=C([O-])[O-], CN(C)C=O, CCI, [K+], [K+], O. Product: CCOC(=O)Cc1c(C)[nH]c2cccc(Br)c12. Reaction SMILES: [Br:1][c:2]1[c:3]2[c:4]([CH2:12][C:13](=[O:14])[OH:15])[c:5]([CH3:11])[nH:6][c:7]2[cH:8][cH:9][cH:10]1.[C:16](=[O:17])([O-:18])[O-:19].[CH3:26][N:27]([CH3:28])[CH:29]=[O:30].[I:22][CH2:23][CH3:24].[K+:20].[K+:21].[OH2:25]>>[Br:1][c:2]1[c:3]2[c:4]([CH2:12][C:13](=[O:14])[O:15][CH2:23][CH3:24])[c:5]([CH3:11])[nH:6][c:7]2[cH:8][cH:9][cH:10]1. The reactants are BrC1=CC=2C3=C(NC2C=N1)N=CC(=C3)C3=CC=C(C=C3)CN3CCC(CC3)C(F)(F)F (6-bromo-3-[4-(4-trifluoromethylpiperidin-1-ylmethyl)-phenyl]-9H-dipyrido[2,3-b;4′,3′-d]pyrrole), CN1N=CC(=C1)B1OC(C(O1)(C)C)(C)C (1-methyl-4-(4,4,5,5-tetramethyl-[1,3,2]dioxaborolan-2-yl)-1H-pyrazole), 1,1′-[bis(diphenyl phosphino)ferrocene]dichloropalladium(II). Solvent: C(C)#N (acetonitrile), C([O-])([O-])=O.[Na+].[Na+] (sodium carbonate). Reaction conditions: temperature 130 celsius. The product is CN1N=CC(=C1)C1=CC=2C3=C(NC2C=N1)N=CC(=C3)C3=CC=C(C=C3)CN3CCC(CC3)C(F)(F)F (6-(1-Methyl-1H-pyrazol-4-yl)-3-[4-(4-trifluoromethylpiperidin-1-ylmethyl)-phenyl]-9H-dipyrido[2,3-b;4′,3′-d]pyrrole). Isolated yield 31.3%. As a reaction SMILES: Br[C:2]1[N:10]=[CH:9][C:8]2[NH:7][C:6]3[N:11]=[CH:12][C:13]([C:15]4[CH:20]=[CH:19][C:18]([CH2:21][N:22]5[CH2:27][CH2:26][CH:25]([C:28]([F:31])([F:30])[F:29])[CH2:24][CH2:23]5)=[CH:17][CH:16]=4)=[CH:14][C:5]=3[C:4]=2[CH:3]=1.[CH3:32][N:33]1[CH:37]=[C:36](B2OC(C)(C)C(C)(C)O2)[CH:35]=[N:34]1>C(#N)C.C(=O)([O-])[O-].[Na+].[Na+]>[CH3:32][N:33]1[CH:37]=[C:36]([C:2]2[N:10]=[CH:9][C:8]3[NH:7][C:6]4[N:11]=[CH:12][C:13]([C:15]5[CH:20]=[CH:19][C:18]([CH2:21][N:22]6[CH2:27][CH2:26][CH:25]([C:28]([F:30])([F:29])[F:31])[CH2:24][CH2:23]6)=[CH:17][CH:16]=5)=[CH:14][C:5]=4[C:4]=3[CH:3]=2)[CH:35]=[N:34]1 |f:3.4.5|. Procedure details: A degassed mixture of 6-bromo-3-[4-(4-trifluoromethylpiperidin-1-ylmethyl)-phenyl]-9H-dipyrido[2,3-b;4′,3′-d]pyrrole (0.15 g, 0.30 mmol), 1-methyl-4-(4,4,5,5-tetramethyl-[1,3,2]dioxaborolan-2-yl)-1H-pyrazole (0.13 g, 0.60 mmol) and 1,1′-[bis(diphenyl phosphino)ferrocene]dichloropalladium(II)(25 mg, 0.03 mmol) in acetonitrile (3 mL) and saturated aqueous sodium carbonate solution (3 mL) was heated under microwave irradiation at 130° C. for 30 minutes. The cooled reaction mixture was partitioned b...